From a dataset of the Open Reaction Database (ORD), a public repository of structured organic reaction records. describe an organic reaction: reactants, conditions, products, and yield The reagents and catalysts are Cl (hydrochloric acid). Procedure: 2 g of 3-formyl-8-(2-methoxycarbonylamino-6-methylbenzylamino)-2-methylimidazo[1,2-a]pyridine are suspended in 30 ml of methanol at RT, 0.2 g of sodium borohydride is added in portions, and the mixture is stirred at RT for 1 h. Subsequently, half the solvent is stripped off in vacuo, the residue is poured into ice-water, and the mixture is neutralized with a few drops of dilute hydrochloric acid and extracted four times with ethyl acetate. The collected organic phases are washed with water and d... The yield is 64.6%. As a reaction SMILES: [CH:1]([C:3]1[N:7]2[CH:8]=[CH:9][CH:10]=[C:11]([NH:12][CH2:13][C:14]3[C:19]([CH3:20])=[CH:18][CH:17]=[CH:16][C:15]=3[NH:21][C:22]([O:24][CH3:25])=[O:23])[C:6]2=[N:5][C:4]=1[CH3:26])=[O:2].[BH4-].[Na+]>CO.Cl>[OH:2][CH2:1][C:3]1[N:7]2[CH:8]=[CH:9][CH:10]=[C:11]([NH:12][CH2:13][C:14]3[C:19]([CH3:20])=[CH:18][CH:17]=[CH:16][C:15]=3[NH:21][C:22]([O:24][CH3:25])=[O:23])[C:6]2=[N:5][C:4]=1[CH3:26] |f:1.2|. Conditions: time 1 hour. The reactants are C(=O)C1=C(N=C2N1C=CC=C2NCC2=C(C=CC=C2C)NC(=O)OC)C (3-formyl-8-(2-methoxycarbonylamino-6-methylbenzylamino)-2-methylimidazo[1,2-a]pyridine), [BH4-].[Na+] (sodium borohydride), ice water. The product is OCC1=C(N=C2N1C=CC=C2NCC2=C(C=CC=C2C)NC(=O)OC)C (3-Hydroxymethyl-8-(2-methoxycarbonylamino-6-methylbenzylamino)-2-methylimidazo[1,2-a]pyridine). The solvent is CO (methanol). Reactants: BrBr (Bromine), C(C)(=O)[O-].[Na+] (Sodium acetate), BrBr (bromine), CN(CC(=O)O)C(C1=CC(=C(C(=C1)Cl)OC1=CC(=C(C=C1)OC)C(C)C)Cl)=O (methyl-N-[3,5-dichloro-4-(4-methoxy-3-isopropylphenoxy)benzoyl]glycine), C(C)(=O)[O-].[Na+] (sodium acetate), S(=S)(=O)([O-])[O-].[Na+].[Na+] (Sodium thiosulfate). Reagents/catalysts: O (water). The solvent is C(C)(=O)O (acetic acid). Conditions: temperature 40 celsius, time 16 hour. Yields the product CN(CC(=O)O)C(C1=CC(=C(C(=C1)Cl)OC1=C(C=C(C(=C1)C(C)C)OC)Br)Cl)=O (methyl-N-[3,5-dichloro-4-(2-bromo-4-methoxy-5-isopropylphenoxy)benzoyl]glycine). Isolated yield 1.6%. Reaction SMILES: [Br:1]Br.[CH3:3][N:4]([C:9](=[O:30])[C:10]1[CH:15]=[C:14]([Cl:16])[C:13]([O:17][C:18]2[CH:23]=[CH:22][C:21]([O:24][CH3:25])=[C:20]([CH:26]([CH3:28])[CH3:27])[CH:19]=2)=[C:12]([Cl:29])[CH:11]=1)[CH2:5][C:6]([OH:8])=[O:7].C([O-])(=O)C.[Na+].S([O-])([O-])(=O)=S.[Na+].[Na+]>O.C(O)(=O)C>[CH3:3][N:4]([C:9](=[O:30])[C:10]1[CH:11]=[C:12]([Cl:29])[C:13]([O:17][C:18]2[CH:19]=[C:20]([CH:26]([CH3:28])[CH3:27])[C:21]([O:24][CH3:25])=[CH:22][C:23]=2[Br:1])=[C:14]([Cl:16])[CH:15]=1)[CH2:5][C:6]([OH:8])=[O:7] |f:2.3,4.5.6|. Procedure details: Bromine (13 μL, 0.26 mmol) was added dropwise to a well stirred mixture of methyl-N-[3,5-dichloro-4-(4-methoxy-3-isopropylphenoxy)benzoyl]glycine (50 mg, 0.12 mmol), acetic acid (1.0 mL), sodium acetate (35 mg, 0.26 mmol) and a few drops of water. The reaction mixture was stirred at room temperature for three hours, heated at 40° C. for 90 minutes and finally left at room temperature for 16 hours. Sodium acetate (17 mg) and bromine (6 μL) was added and the reaction mixture heated to 40° C. for t... The reactants are CCOC(=O)c1cncc(Br)c1, CCOC(=O)c1cccc(Cc2cc(Cl)ccc2O)n1. Product: CCOC(=O)c1cncc(Cc2cc(Cl)ccc2O)c1. RXN SMILES: [Br:21][c:22]1[cH:23][c:24]([C:28](=[O:29])[O:30][CH2:31][CH3:32])[cH:25][n:26][cH:27]1.[Cl:1][c:2]1[cH:3][cH:4][c:5]([OH:20])[c:6]([CH2:8][c:9]2[n:10][c:11]([C:12]([O:13][CH2:14][CH3:15])=[O:16])[cH:17][cH:18][cH:19]2)[cH:7]1>>[Cl:1][c:2]1[cH:3][cH:4][c:5]([OH:20])[c:6]([CH2:8][c:22]2[cH:23][c:24]([C:28](=[O:29])[O:30][CH2:31][CH3:32])[cH:25][n:26][cH:27]2)[cH:7]1. Starting materials: OC1=C(C=C(C(=O)N2CCN(CC2)CC(C)C)C=C1)CC(C)C (1-(4-hydroxy-3-isobutylbenzoyl)-4-isobutylpiperazine), FC1=C(CBr)C=CC(=C1)F (2,4-difluorobenzyl bromide). The product is FC1=C(COC2=C(C=C(C(=O)N3CCN(CC3)CC(C)C)C=C2)CC(C)C)C=CC(=C1)F (1-[4-(2,4-difluorobenzyloxy)-3-isobutylbenzoyl]-4-isobutylpiperazine). The yield is 74.8%. RXN SMILES: [OH:1][C:2]1[CH:19]=[CH:18][C:5]([C:6]([N:8]2[CH2:13][CH2:12][N:11]([CH2:14][CH:15]([CH3:17])[CH3:16])[CH2:10][CH2:9]2)=[O:7])=[CH:4][C:3]=1[CH2:20][CH:21]([CH3:23])[CH3:22].[F:24][C:25]1[CH:32]=[C:31]([F:33])[CH:30]=[CH:29][C:26]=1[CH2:27]Br>>[F:24][C:25]1[CH:32]=[C:31]([F:33])[CH:30]=[CH:29][C:26]=1[CH2:27][O:1][C:2]1[CH:19]=[CH:18][C:5]([C:6]([N:8]2[CH2:9][CH2:10][N:11]([CH2:14][CH:15]([CH3:17])[CH3:16])[CH2:12][CH2:13]2)=[O:7])=[CH:4][C:3]=1[CH2:20][CH:21]([CH3:23])[CH3:22]. Procedure details: As in the case of Example 18, 1-(4-hydroxy-3-isobutylbenzoyl)-4-isobutylpiperazine (1.60 g) was benzylated with 2,4-difluorobenzyl bromide (1.24 g), thereby yielding 1.67 g of the aimed compound.